Dataset: the Open Reaction Database (ORD), a public repository of structured organic reaction records. Task: describe an organic reaction: reactants, conditions, products, and yield The reactants are COC(=O)C=Cc1ccc2c(c1)C(=O)NC1(CCN(C(=O)OC(C)(C)C)CC1)O2, COC(=O)C=Cc1ccc2c(c1)C(=O)CC1(CCN(C(=O)OC(C)(C)C)CC1)O2, Cl. Yields the product COC(=O)C=Cc1ccc2c(c1)C(=O)NC1(CCNCC1)O2. RXN SMILES: [CH3:1][O:2][C:3]([CH:4]=[CH:5][c:6]1[cH:7][cH:8][c:9]2[c:10]([cH:28]1)[C:11](=[O:27])[NH:12][C:13]1([O:14]2)[CH2:15][CH2:16][N:17]([C:20]([O:21][C:22]([CH3:23])([CH3:24])[CH3:25])=[O:26])[CH2:18][CH2:19]1)=[O:29].[CH3:31][O:32][C:33](=[O:34])[CH:35]=[CH:36][c:37]1[cH:38][c:39]2[c:40]([cH:41][cH:42]1)[O:43][C:44]1([CH2:45][CH2:46][N:47]([C:48]([O:49][C:50]([CH3:51])([CH3:52])[CH3:53])=[O:54])[CH2:55][CH2:56]1)[CH2:57][C:58]2=[O:59].[ClH:30]>>[CH3:1][O:2][C:3]([CH:4]=[CH:5][c:6]1[cH:7][cH:8][c:9]2[c:10]([cH:28]1)[C:11](=[O:27])[NH:12][C:13]1([O:14]2)[CH2:15][CH2:16][NH:17][CH2:18][CH2:19]1)=[O:29]. The reactants are CC1(C)CCC(C)(C)c2cc(O)ccc21, CSC, Br[Cu]Br, [H-], COC(=O)c1ccc(I)cc1, [Na+], c1ccncc1. Product: COC(=O)c1ccc(Oc2ccc3c(c2)C(C)(C)CCC3(C)C)cc1. RXN SMILES: [CH3:1][C:2]1([CH3:15])[c:3]2[cH:4][cH:5][c:6]([OH:14])[cH:7][c:8]2[C:9]([CH3:12])([CH3:13])[CH2:10][CH2:11]1.[CH3:29][S:30][CH3:31].[Cu:32]([Br:33])[Br:34].[H-:16].[I:18][c:19]1[cH:20][cH:21][c:22]([C:23](=[O:24])[O:25][CH3:26])[cH:27][cH:28]1.[Na+:17].[cH:35]1[cH:36][cH:37][n:38][cH:39][cH:40]1>>[CH3:1][C:2]1([CH3:15])[c:3]2[cH:4][cH:5][c:6]([O:14][c:19]3[cH:20][cH:21][c:22]([C:23](=[O:24])[O:25][CH3:26])[cH:27][cH:28]3)[cH:7][c:8]2[C:9]([CH3:12])([CH3:13])[CH2:10][CH2:11]1. Starting materials: [Si](C)(C)(C(C)(C)C)OCC1(CC=2N(CCS1)C(=NN2)C2(CC2)C2=CC=C(C=C2)C=2C(=NC=CC2)C)C (8-({[Tert-butyl(dimethyl)silyl]oxy}methyl)-8-methyl-3-{1-[4-(2-methylpyridin-3-yl)phenyl]cyclopropyl}-5,6,8,9-tetrahydro[1,2,4]triazolo[4,3-d][1,4]thiazepine), Cl (hydrochloric acid). The solvent is CO (methanol). Product: CC1(CC=2N(CCS1)C(=NN2)C2(CC2)C2=CC=C(C=C2)C=2C(=NC=CC2)C)CO ({8-Methyl-3-{1-[4-(2-methylpyridin-3-yl)phenyl]cyclopropyl}-5,6,8,9-tetrahydro[1,2,4]triazolo[4,3-d][1,4]thiazepin-8-yl}methanol). Isolated yield 66.9%. Reaction SMILES: [Si]([O:8][CH2:9][C:10]1([CH3:36])[S:16][CH2:15][CH2:14][N:13]2[C:17]([C:20]3([C:23]4[CH:28]=[CH:27][C:26]([C:29]5[C:30]([CH3:35])=[N:31][CH:32]=[CH:33][CH:34]=5)=[CH:25][CH:24]=4)[CH2:22][CH2:21]3)=[N:18][N:19]=[C:12]2[CH2:11]1)(C(C)(C)C)(C)C.Cl>CO>[CH3:36][C:10]1([CH2:9][OH:8])[S:16][CH2:15][CH2:14][N:13]2[C:17]([C:20]3([C:23]4[CH:28]=[CH:27][C:26]([C:29]5[C:30]([CH3:35])=[N:31][CH:32]=[CH:33][CH:34]=5)=[CH:25][CH:24]=4)[CH2:22][CH2:21]3)=[N:18][N:19]=[C:12]2[CH2:11]1. Reported procedure: A solution of the compound (388 mg, 0.75 mmol) obtained in Example 17-1) and 4 M hydrochloric acid (1,4-dioxane solution, 2 mL) in methanol (2 mL) was stirred at room temperature for 14 h. The reaction mixture was concentrated under reduced pressure, saturated aqueous sodium hydrogencarbonate was added to the residue, the mixture was extracted with dichloromethane, and the organic layer was washed with saturated sodium chloride solution and dried with anhydrous sodium sulfate. After filtration, ... Reactants: [N+](=O)([O-])N=C1NCCN1 (2-nitroimino-imidazolidine), C([O-])([O-])=O.[K+].[K+] (potassium carbonate), ClCC(C(C)(C)C)=O (1-chloro-3,3-dimethyl-2-butanone). Solvent: C(C)#N (acetonitrile). Run at time 30 minute. Yields the product CC(C(CN1C(NCC1)=N[N+](=O)[O-])=O)(C)C (1-(3,3-dimethyl-2-butanon-1-yl)-2-nitroimino-imidazolidine). The yield is 76.7%. RXN SMILES: [N+:1]([N:4]=[C:5]1[NH:9][CH2:8][CH2:7][NH:6]1)([O-:3])=[O:2].C(=O)([O-])[O-].[K+].[K+].Cl[CH2:17][C:18](=[O:23])[C:19]([CH3:22])([CH3:21])[CH3:20]>C(#N)C>[CH3:20][C:19]([CH3:22])([CH3:21])[C:18](=[O:23])[CH2:17][N:6]1[CH2:7][CH2:8][NH:9][C:5]1=[N:4][N+:1]([O-:3])=[O:2] |f:1.2.3|. Reported procedure: A mixture of 2.6 g of 2-nitroimino-imidazolidine, 3.0 g of anhydrous potassium carbonate and 30 ml of dry acetonitrile was stirred at room temperature for 30 minutes. Then, 2.7 g of 1-chloro-3,3-dimethyl-2-butanone were added to the mixture under stirring at room temperature. The reaction mixture was heated and refluxed for 1 hour. The acetonitrile was distilled off under a reduced pressure, and the residue was admixed with water. The aimed product was separated by filtration. The crystalline pr... The reactants are ClC=1C2=C(N=CN1)CCC2 (4-chloro-6,7-dihydro-5H-cyclopenta[d]pyrimidine), NC1=CC=CC=C1 (aniline), needles. The solvent is C(C)O (ethanol). Run at temperature 100 celsius. Product: Cl.N(C1=CC=CC=C1)C=1C2=C(N=CN1)CCC2 (4-Anilino-6,7-dihydro-5H-cyclopenta[d]pyrimidine hydrochloride). Isolated yield 59.0%. RXN SMILES: [Cl:1][C:2]1[C:3]2[CH2:10][CH2:9][CH2:8][C:4]=2[N:5]=[CH:6][N:7]=1.[NH2:11][C:12]1[CH:17]=[CH:16][CH:15]=[CH:14][CH:13]=1>C(O)C>[ClH:1].[NH:11]([C:2]1[C:3]2[CH2:10][CH2:9][CH2:8][C:4]=2[N:5]=[CH:6][N:7]=1)[C:12]1[CH:17]=[CH:16][CH:15]=[CH:14][CH:13]=1 |f:3.4|. Procedure: To 3.1 g (0.02 mole) of 4-chloro-6,7-dihydro-5H-cyclopenta[d]pyrimidine were added 4.7 g (0.05 mole) of aniline and about 10 ml of ethanol; the mixture was then heated at 100° C. for about 10 minutes; the mixture quickly became a solution and then soon produced crystals. The mixture was then heated for a further 5 minutes, after which it was allowed to cool. The crystals produced were collected by filtration and then recrystallised from ethanol, to give 2.9 g (yield 59%) of the desiredCompound N... Starting materials: CCOC(=O)C(C)(C)Br, O=C([O-])[O-], Cc1oc(-c2ccc(-c3ccccc3)cc2)nc1CCOc1ccc(O)cc1CCc1ccccc1, [Cs+], [Cs+], CN(C)C=O. Yields the product CCOC(=O)C(C)(C)Oc1ccc(OCCc2nc(-c3ccc(-c4ccccc4)cc3)oc2C)c(CCc2ccccc2)c1. RXN SMILES: [Br:37][C:38]([C:39](=[O:40])[O:41][CH2:42][CH3:43])([CH3:44])[CH3:45].[C:46](=[O:47])([O-:48])[O-:49].[CH2:1]([CH2:2][c:3]1[cH:4][cH:5][cH:6][cH:7][cH:8]1)[c:9]1[cH:10][c:11]([OH:36])[cH:12][cH:13][c:14]1[O:15][CH2:16][CH2:17][c:18]1[n:19][c:20](-[c:24]2[cH:25][cH:26][c:27](-[c:30]3[cH:31][cH:32][cH:33][cH:34][cH:35]3)[cH:28][cH:29]2)[o:21][c:22]1[CH3:23].[Cs+:50].[Cs+:51].[O:52]=[CH:53][N:54]([CH3:55])[CH3:56]>>[CH2:1]([CH2:2][c:3]1[cH:4][cH:5][cH:6][cH:7][cH:8]1)[c:9]1[cH:10][c:11]([O:36][C:38]([C:39](=[O:40])[O:41][CH2:42][CH3:43])([CH3:44])[CH3:45])[cH:12][cH:13][c:14]1[O:15][CH2:16][CH2:17][c:18]1[n:19][c:20](-[c:24]2[cH:25][cH:26][c:27](-[c:30]3[cH:31][cH:32][cH:33][cH:34][cH:35]3)[cH:28][cH:29]2)[o:21][c:22]1[CH3:23]. The reactants are C([O-])([O-])=O.[K+].[K+] (potassium carbonate), FC1=C(C(=O)Cl)C=CC(=C1)B1OC(C(O1)(C)C)(C)C (2-fluoro-4-(4,4,5,5-tetramethyl-1,3,2-dioxaborolan-2-yl)benzoyl chloride), CC(C)([C@@H](CC)N(N)C(C1=CC(=CC(=C1)C)C)=O)C ((R)—N-(2,2-dimethylpentan-3-yl)-3,5-dimethylbenzohydrazide). Run in O (water), ClCCl (dichloromethane), C(Cl)Cl (CH2Cl2). Reaction conditions: time 10 minute. The product is CC=1C=C(C(=O)N(NC(=O)C2=C(C=C(C=C2)B(O)O)F)[C@@H](C(C)(C)C)CC)C=C(C1)C ((R)-(4-(2-(3,5-dimethylbenzoyl)-2-(2,2-dimethylpentan-3-yl)hydrazine-1-carbonyl)-3-fluorophenyl)boronic acid). Yield: 70.6%. As a reaction SMILES: [CH3:1][C:2]([CH3:19])([C@H:4]([N:7]([C:9](=[O:18])[C:10]1[CH:15]=[C:14]([CH3:16])[CH:13]=[C:12]([CH3:17])[CH:11]=1)[NH2:8])[CH2:5][CH3:6])[CH3:3].C(=O)([O-])[O-].[K+].[K+].[F:26][C:27]1[CH:35]=[C:34]([B:36]2[O:40]C(C)(C)C(C)(C)[O:37]2)[CH:33]=[CH:32][C:28]=1[C:29](Cl)=[O:30]>C(Cl)Cl.O>[CH3:17][C:12]1[CH:11]=[C:10]([CH:15]=[C:14]([CH3:16])[CH:13]=1)[C:9]([N:7]([C@H:4]([CH2:5][CH3:6])[C:2]([CH3:1])([CH3:3])[CH3:19])[NH:8][C:29]([C:28]1[CH:32]=[CH:33][C:34]([B:36]([OH:40])[OH:37])=[CH:35][C:27]=1[F:26])=[O:30])=[O:18] |f:1.2.3|. Procedure details: In a 25 mL round bottom flask equipped with a magnetic stir bar were added (R)—N-(2,2-dimethylpentan-3-yl)-3,5-dimethylbenzohydrazide (1.317 g, 5.02 mmol) in 7 mL CH2Cl2 and a solution of potassium carbonate (1.388 g, 10.04 mmol) in distilled water (4 mL) were cooled in an ice bath at 0-4° C. and stirred for 10 min. The 2-fluoro-4-(4,4,5,5-tetramethyl-1,3,2-dioxaborolan-2-yl)benzoyl chloride (1.714 g, 6.02 mmol) was added as a solution in 3.5 mL dichloromethane. The reaction was stirred at 0-4° ... Yields the product ClC1=CC=C(C=C1)C=1N=C(SC1)NC(=O)C=1N(S(C2=C(C1O)SC1=C2C=CC=C1)(=O)=O)C (N-[4-(4-Chlorophenyl)-2-thiazolyl]-4-hydroxy-2-methyl-2H-[1] benzothieno [2,3-e]-1,2-thiazine-3-carboxamide-1,1-dioxide). Yield: 40.0%. The reactants are OC1=C(N(S(C2=C1SC1=C2C=CC=C1)(=O)=O)C)C(=O)OCC (ethyl 4-hydroxy-2-methyl-2H-[1]-benzothieno [2,3-e]-1,2-thiazine-3-carboxylate-1,1-dioxide), ClC1=CC=C(C=C1)C=1N=C(SC1)N (4-(4-chlorphenyl)-2-thiazolamine). As a reaction SMILES: [OH:1][C:2]1[C:7]2[S:8][C:9]3[CH:14]=[CH:13][CH:12]=[CH:11][C:10]=3[C:6]=2[S:5](=[O:16])(=[O:15])[N:4]([CH3:17])[C:3]=1[C:18](OCC)=[O:19].[Cl:23][C:24]1[CH:29]=[CH:28][C:27]([C:30]2[N:31]=[C:32]([NH2:35])[S:33][CH:34]=2)=[CH:26][CH:25]=1>>[Cl:23][C:24]1[CH:25]=[CH:26][C:27]([C:30]2[N:31]=[C:32]([NH:35][C:18]([C:3]3[N:4]([CH3:17])[S:5](=[O:16])(=[O:15])[C:6]4[C:10]5[CH:11]=[CH:12][CH:13]=[CH:14][C:9]=5[S:8][C:7]=4[C:2]=3[OH:1])=[O:19])[S:33][CH:34]=2)=[CH:28][CH:29]=1. Procedure: Prepared analogous to Example 1 from ethyl 4-hydroxy-2-methyl-2H-[1]-benzothieno [2,3-e]-1,2-thiazine-3-carboxylate-1,1-dioxide and 4-(4-chlorphenyl)-2-thiazolamine with a yield of 40% of theory. RXN SMILES: [CH2:2]([CH2:3][CH2:4][CH2:5][CH2:6][CH2:7][CH2:8][CH2:9][CH2:10][CH2:11][CH2:12][CH2:13][CH2:14][CH2:15][CH2:16][CH3:17])[NH:18][c:19]1[cH:20][c:21]([C:24](=[O:25])[Cl:26])[s:22][cH:23]1.[CH3:27][S:28](=[O:29])(=[O:30])[NH2:31].[ClH:1].[cH:32]1[cH:33][cH:34][n:35][cH:36][cH:37]1>>[CH2:2]([CH2:3][CH2:4][CH2:5][CH2:6][CH2:7][CH2:8][CH2:9][CH2:10][CH2:11][CH2:12][CH2:13][CH2:14][CH2:15][CH2:16][CH3:17])[NH:18][c:19]1[cH:20][c:21]([C:24](=[O:25])[NH:31][S:28]([CH3:27])(=[O:29])=[O:30])[s:22][cH:23]1. Reactants: CCCCCCCCCCCCCCCCNc1csc(C(=O)Cl)c1, CS(N)(=O)=O, Cl, c1ccncc1. Yields the product CCCCCCCCCCCCCCCCNc1csc(C(=O)NS(C)(=O)=O)c1.